Dataset: the Open Reaction Database (ORD), a public repository of structured organic reaction records. Task: describe an organic reaction: reactants, conditions, products, and yield Starting materials: Cl (HCl), CN(C(=O)C=1C=C2C(C=C(OC2=C(C1)C1N(CCC1)C(=O)OC(C)(C)C)N1CCOCC1)=O)C (tert-butyl 2-(6-(dimethylcarbamoyl)-2-morpholino-4-oxo-4H-chromen-8-yl)pyrrolidine-1-carboxylate). Solvent: C(Cl)Cl (DCM). Conditions: time 8 hour. Yields the product diethyl diethyl ether, CN(C(=O)C=1C=C2C(C=C(OC2=C(C1)C1NCCC1)N1CCOCC1)=O)C (N,N-dimethyl-2-morpholino-4-oxo-8-(pyrrolidin-2-yl)-4H-chromene-6-carboxamide). Isolated yield 101.0%. RXN SMILES: Cl.[CH3:2][N:3]([CH3:35])[C:4]([C:6]1[CH:7]=[C:8]2[C:13](=[C:14]([CH:16]3[CH2:20][CH2:19][CH2:18][N:17]3C(OC(C)(C)C)=O)[CH:15]=1)[O:12][C:11]([N:28]1[CH2:33][CH2:32][O:31][CH2:30][CH2:29]1)=[CH:10][C:9]2=[O:34])=[O:5]>C(Cl)Cl>[CH3:2][N:3]([CH3:35])[C:4]([C:6]1[CH:7]=[C:8]2[C:13](=[C:14]([CH:16]3[CH2:20][CH2:19][CH2:18][NH:17]3)[CH:15]=1)[O:12][C:11]([N:28]1[CH2:33][CH2:32][O:31][CH2:30][CH2:29]1)=[CH:10][C:9]2=[O:34])=[O:5]. Procedure: HCl (4.50 mL, 18 mmol, 4M solution) was added to a stirred solution of tert-butyl 2-(6-(dimethylcarbamoyl)-2-morpholino-4-oxo-4H-chromen-8-yl)pyrrolidine-1-carboxylate (850 mg, 1.80 mmol) dissolved in DCM (10 mL) at room temperature and stirred for 8 h. After evaporation of the volatile, DCM (5 mL) and MeOH (5 mL) were added followed by 10% methanolic ammonia (7 N, 5 mL) in DCM. The solid was filtered, washed with a 1:1 mixture of DCM and MeOH. The solvent was evaporated to dryness to afford aft... Reactants: [N-]=[N+]=[N-].[Na+] (sodium azide), [N+](=O)([O-])C1=CC=CC=2C(C3=CC=CC=C3C(C12)=O)=O (1-nitroanthraquinone), CN(C=O)C (dimethyl formamide). The solvent is O (water). Reaction conditions: time 8 hour. Product: 100, NC1=CC=C(C=2C(C3=CC=CC=C3C(C12)=O)=O)O (1-amino-4-hydroxyanthraquinone). Reaction SMILES: [N+:1]([C:4]1[C:17]2[C:16](=[O:18])[C:15]3[C:10](=[CH:11][CH:12]=[CH:13][CH:14]=3)[C:9](=[O:19])[C:8]=2[CH:7]=[CH:6][CH:5]=1)([O-])=O.CN(C)C=[O:23].[N-]=[N+]=[N-].[Na+]>O>[NH2:1][C:4]1[C:17]2[C:16](=[O:18])[C:15]3[C:10](=[CH:11][CH:12]=[CH:13][CH:14]=3)[C:9](=[O:19])[C:8]=2[C:7]([OH:23])=[CH:6][CH:5]=1 |f:2.3|. Procedure details: 127 parts of 1-nitroanthraquinone are suspended at room temperature in 1000 parts of dimethyl formamide. To this suspension are then added 35 parts of sodium azide. The reaction mixture is then stirred for 8 hours at room temperature and, after addition of 1000 parts of a mixture of ice and water, filtered. The filter cake is washed with water and the moist product (28% paste) is added in the course of 2 hours to 1000 parts of conc. sulfuric acid, taking care that the temperature does not rise a... The reactants are Cn1cc(Br)cc(Br)c1=O, O=C([O-])[O-], C1COCCO1, [Cs+], [Cs+], CC(C)(C)OC(=O)N1CCc2cnc(N)cc2C1, O=C(C=Cc1ccccc1)C=Cc1ccccc1, O=C(C=Cc1ccccc1)C=Cc1ccccc1, O=C(C=Cc1ccccc1)C=Cc1ccccc1, [Pd], [Pd]. Yields the product Cn1cc(Br)cc(Nc2cc3c(cn2)CCN(C(=O)OC(C)(C)C)C3)c1=O. RXN SMILES: [Br:1][c:2]1[c:3](=[O:10])[n:4]([CH3:9])[cH:5][c:6]([Br:8])[cH:7]1.[C:29](=[O:30])([O-:31])[O-:32].[CH2:91]1[O:92][CH2:93][CH2:94][O:95][CH2:96]1.[Cs+:33].[Cs+:34].[NH2:11][c:12]1[n:13][cH:14][c:15]2[c:20]([cH:21]1)[CH2:19][N:18]([C:22](=[O:23])[O:24][C:25]([CH3:26])([CH3:27])[CH3:28])[CH2:17][CH2:16]2.[O:37]=[C:38]([CH:39]=[CH:40][c:41]1[cH:42][cH:43][cH:44][cH:45][cH:46]1)[CH:47]=[CH:48][c:49]1[cH:50][cH:51][cH:52][cH:53][cH:54]1.[O:55]=[C:56]([CH:57]=[CH:58][c:59]1[cH:60][cH:61][cH:62][cH:63][cH:64]1)[CH:65]=[CH:66][c:67]1[cH:68][cH:69][cH:70][cH:71][cH:72]1.[O:73]=[C:74]([CH:75]=[CH:76][c:77]1[cH:78][cH:79][cH:80][cH:81][cH:82]1)[CH:83]=[CH:84][c:85]1[cH:86][cH:87][cH:88][cH:89][cH:90]1.[Pd:35].[Pd:36]>>[c:2]1([NH:11][c:12]2[n:13][cH:14][c:15]3[c:20]([cH:21]2)[CH2:19][N:18]([C:22](=[O:23])[O:24][C:25]([CH3:26])([CH3:27])[CH3:28])[CH2:17][CH2:16]3)[c:3](=[O:10])[n:4]([CH3:9])[cH:5][c:6]([Br:8])[cH:7]1. The reactants are CC1=C(C=NC=C1)N1C(NCC1)=O (1-(4-methyl-pyridin-3-yl)-imidazolidin-2-one), BrC1=CC(=C(C#N)C=C1)F (4-bromo-2-fluoro-benzonitrile), N[C@H]1[C@@H](CCCC1)N (trans-1,2-diamino cyclohexane), P(=O)([O-])([O-])[O-].[K+].[K+].[K+] (potassium phosphate). Reagents/catalysts: [Cu](I)I (copper iodide). The solvent is O1CCOCC1 (1,4-dioxane). The product is FC1=C(C#N)C=CC(=C1)N1C(N(CC1)C=1C=NC=CC1C)=O (2-Fluoro-4-[3-(4-methyl-pyridin-3-yl)-2-oxo-imidazolidin-1-yl]-benzonitrile). The yield is 32.5%. Reaction SMILES: [CH3:1][C:2]1[CH:7]=[CH:6][N:5]=[CH:4][C:3]=1[N:8]1[CH2:12][CH2:11][NH:10][C:9]1=[O:13].Br[C:15]1[CH:22]=[CH:21][C:18]([C:19]#[N:20])=[C:17]([F:23])[CH:16]=1.N[C@@H]1CCCC[C@H]1N.P([O-])([O-])([O-])=O.[K+].[K+].[K+]>[Cu](I)I.O1CCOCC1>[F:23][C:17]1[CH:16]=[C:15]([N:10]2[CH2:11][CH2:12][N:8]([C:3]3[CH:4]=[N:5][CH:6]=[CH:7][C:2]=3[CH3:1])[C:9]2=[O:13])[CH:22]=[CH:21][C:18]=1[C:19]#[N:20] |f:3.4.5.6|. Reported procedure: Using the same reaction conditions as in Example 14, 1-(4-methyl-pyridin-3-yl)-imidazolidin-2-one (I-14b: 300 mg, 1.693 mmol) was reacted with 4-bromo-2-fluoro-benzonitrile (372 mg, 1.86 mmol), 1,4-dioxane (50 mL), copper iodide (32.2 mg, 0.016 mmol), trans-1,2-diamino cyclohexane (61 mL, 0.5079 mmol) and potassium phosphate (900 mg, 4.23 mmol) to afford the crude product. Purification by column chromatography on silica gel (2% MeOH in CHCl3) afforded 163 mg of 2-Fluoro-4-[3-(4-methyl-pyridin-3-... The reactants are C1CCNC1, CN1CCCC1=O, Cc1c(Cl)c(C(F)(F)F)nn1CC(=O)N1CCC(C(=O)O)(c2ccc(Cl)cc2)CC1. Product: Cc1c(Cl)c(C(F)(F)F)nn1CC(=O)N1CCC(C(=O)N2CCCC2)(c2ccc(Cl)cc2)CC1. Reaction SMILES: [CH2:31]1[CH2:32][CH2:33][NH:34][CH2:35]1.[CH3:36][N:37]1[CH2:38][CH2:39][CH2:40][C:41]1=[O:42].[Cl:1][c:2]1[c:3]([C:27]([F:28])([F:29])[F:30])[n:4][n:5]([CH2:8][C:9](=[O:10])[N:11]2[CH2:12][CH2:13][C:14]([C:17](=[O:18])[OH:19])([c:20]3[cH:21][cH:22][c:23]([Cl:26])[cH:24][cH:25]3)[CH2:15][CH2:16]2)[c:6]1[CH3:7]>>[Cl:1][c:2]1[c:3]([C:27]([F:28])([F:29])[F:30])[n:4][n:5]([CH2:8][C:9](=[O:10])[N:11]2[CH2:12][CH2:13][C:14]([C:17](=[O:18])[N:34]3[CH2:33][CH2:32][CH2:31][CH2:35]3)([c:20]3[cH:21][cH:22][c:23]([Cl:26])[cH:24][cH:25]3)[CH2:15][CH2:16]2)[c:6]1[CH3:7]. Starting materials: ClC1=C(C=C(C=C1)S(=O)(=O)C(C)C)[N+](=O)[O-] (1-Chloro-4-(isopropylsulfonyl)-2-nitrobenzene), NCCN1CCCC1 (1-(2-aminoethyl)pyrrolidine). Solvent: C(C)O (ethanol). The product is C(C)(C)S(=O)(=O)C1=CC(=C(NCCN2CCCC2)C=C1)[N+](=O)[O-] (4-(Isopropylsulfonyl)-2-nitro-N-(2-pyrrolidin-1-ylethyl)aniline). As a reaction SMILES: Cl[C:2]1[CH:7]=[CH:6][C:5]([S:8]([CH:11]([CH3:13])[CH3:12])(=[O:10])=[O:9])=[CH:4][C:3]=1[N+:14]([O-:16])=[O:15].[NH2:17][CH2:18][CH2:19][N:20]1[CH2:24][CH2:23][CH2:22][CH2:21]1>C(O)C>[CH:11]([S:8]([C:5]1[CH:6]=[CH:7][C:2]([NH:17][CH2:18][CH2:19][N:20]2[CH2:24][CH2:23][CH2:22][CH2:21]2)=[C:3]([N+:14]([O-:16])=[O:15])[CH:4]=1)(=[O:10])=[O:9])([CH3:13])[CH3:12]. Procedure: A mixture of 1-chloro-4-(isopropylsulfonyl)-2-nitrobenzene (Step C of Example 1, 200 mg, 0.76 mmol) and 1-(2-aminoethyl)pyrrolidine (0.1 mL, 0.80 mmol) in ethanol (1 mL) was microwaved for 15 min at 130° C. The reaction was quenched with water and extracted three times with ethyl acetate. The combined organic layers were dried over MgSO4 and filtered. The filtrate was evaporated under reduced pressure. The residue was crude product as a yellow solid. Starting materials: C(C)(=O)OC(C)=O (acetic acid anhydride), CC1=NC=CC=C1 (2-methylpyridine), C(#N)C1=CC=C(C=O)C=C1 (4-cyanobenzaldehyde). Reaction SMILES: C(OC(=O)C)(=O)C.[CH3:8][C:9]1[CH:14]=[CH:13][CH:12]=[CH:11][N:10]=1.[C:15]([C:17]1[CH:24]=[CH:23][C:20]([CH:21]=O)=[CH:19][CH:18]=1)#[N:16]>CCOCC>[N:10]1[CH:11]=[CH:12][CH:13]=[CH:14][C:9]=1[CH:8]=[CH:21][C:20]1[CH:23]=[CH:24][C:17]([C:15]#[N:16])=[CH:18][CH:19]=1. Solvent: CCOCC (ether). Yield: 45.6%. Reported procedure: A mixture of 20.4 g (0.2 mol) acetic acid anhydride, 18.6 g (0.2 mol) 2-methylpyridine and 26.2 g (0.2 mol) 4-cyanobenzaldehyde is heated to reflux for 24 h. One allows to cool, mixes with excess ether and filters. One isolates 18.8 g of title compound (46% of theory) of the m.p. 98°-98° C. Product: N1=C(C=CC=C1)C=CC1=CC=C(C#N)C=C1 (4-[2-(2-Pyridinyl)-ethenyl]-benzonitrile). Reactants: NC1(COC(C[N+](=O)[O-])C2CCCCC2)c2cc(Br)ccc2Oc2cnc(Cl)cc21, ClCCl, IP(I)I. The product is N#CC(OCC1(N)c2cc(Br)ccc2Oc2cnc(Cl)cc21)C1CCCCC1. RXN SMILES: [Br:5][c:6]1[cH:7][c:8]2[c:18]([cH:19][cH:20]1)[O:17][c:11]1[c:10]([cH:15][c:14]([Cl:16])[n:13][cH:12]1)[C:9]2([NH2:21])[CH2:22][O:23][CH:24]([CH2:25][N+:26]([O-:27])=[O:28])[CH:29]1[CH2:30][CH2:31][CH2:32][CH2:33][CH2:34]1.[Cl:35][CH2:36][Cl:37].[I:1][P:2]([I:3])[I:4]>>[Br:5][c:6]1[cH:7][c:8]2[c:18]([cH:19][cH:20]1)[O:17][c:11]1[c:10]([cH:15][c:14]([Cl:16])[n:13][cH:12]1)[C:9]2([NH2:21])[CH2:22][O:23][CH:24]([C:25]#[N:26])[CH:29]1[CH2:30][CH2:31][CH2:32][CH2:33][CH2:34]1. Starting materials: N1(CCOCC1)CCN=S(=O)(CCCCOCC1=CC=CC=C1)C1=CC=C(C=C1)[N+](=O)[O-] (N-[2-(4-morpholinyl)ethyl]-S-(4-nitrophenyl)-S-[4-(phenylmethoxy)butyl]sulfoximine). Reagents/catalysts: [Pd] (palladium on carbon). The solvent is C(C)O (ethanol). The product is N1(CCOCC1)CCN=S(=O)(C1=CC=C(C=C1)N)CCCCO (4-[N-[2-(4-Morpholinyl)ethyl]-S-(4-aminophenyl)sulfonimidoyl]butanol). Reaction SMILES: [N:1]1([CH2:7][CH2:8][N:9]=[S:10]([C:24]2[CH:29]=[CH:28][C:27]([N+:30]([O-])=O)=[CH:26][CH:25]=2)([CH2:12][CH2:13][CH2:14][CH2:15][O:16]CC2C=CC=CC=2)=[O:11])[CH2:6][CH2:5][O:4][CH2:3][CH2:2]1>C(O)C.[Pd]>[N:1]1([CH2:7][CH2:8][N:9]=[S:10]([CH2:12][CH2:13][CH2:14][CH2:15][OH:16])([C:24]2[CH:29]=[CH:28][C:27]([NH2:30])=[CH:26][CH:25]=2)=[O:11])[CH2:6][CH2:5][O:4][CH2:3][CH2:2]1. Reported procedure: A solution of N-[2-(4-morpholinyl)ethyl]-S-(4-nitrophenyl)-S-[4-(phenylmethoxy)butyl]sulfoximine in ethanol is treated under nitrogen with 5% palladium on carbon catalyst and the mixture is subjected to catalytic hydrogenation on a Parr apparatus at 70° C. When hydrogen uptake ceases, the catalyst is removed by filtration and the filtrate concentrated to obtain the title compound.